Dataset: the Open Reaction Database (ORD), a public repository of structured organic reaction records. Task: describe an organic reaction: reactants, conditions, products, and yield Reactants: [Al+3], CCOC(=O)CCCCC(=O)O, [Cl-], [Cl-], [Cl-], [Cl-], Fc1cccc2ccccc12, O. Yields the product CCOC(=O)CCCCC(=O)c1ccc(F)c2ccccc12. As a reaction SMILES: [Al+3:26].[CH2:13]([CH3:14])[O:15][C:16]([CH2:17][CH2:18][CH2:19][CH2:20][C:21](=[O:22])[OH:23])=[O:24].[Cl-:12].[Cl-:25].[Cl-:27].[Cl-:28].[F:1][c:2]1[cH:3][cH:4][cH:5][c:6]2[cH:7][cH:8][cH:9][cH:10][c:11]12.[OH2:29]>>[F:1][c:2]1[cH:3][cH:4][c:5]([C:21]([CH2:20][CH2:19][CH2:18][CH2:17][C:16]([O:15][CH2:13][CH3:14])=[O:24])=[O:22])[c:6]2[cH:7][cH:8][cH:9][cH:10][c:11]12. Starting materials: BrCC1CCCC1, Oc1cc(Cl)ccc1-c1nc2cc(F)c(F)cc2n1CC1CCCCC1. The product is Fc1cc2nc(-c3ccc(Cl)cc3OCC3CCCC3)n(CC3CCCCC3)c2cc1F. RXN SMILES: [Br:27][CH2:28][CH:29]1[CH2:30][CH2:31][CH2:32][CH2:33]1.[Cl:1][c:2]1[cH:3][cH:4][c:5](-[c:9]2[n:10][c:11]3[c:12]([n:13]2[CH2:14][CH:15]2[CH2:16][CH2:17][CH2:18][CH2:19][CH2:20]2)[cH:21][c:22]([F:26])[c:23]([F:25])[cH:24]3)[c:6]([OH:8])[cH:7]1>>[Cl:1][c:2]1[cH:3][cH:4][c:5](-[c:9]2[n:10][c:11]3[c:12]([n:13]2[CH2:14][CH:15]2[CH2:16][CH2:17][CH2:18][CH2:19][CH2:20]2)[cH:21][c:22]([F:26])[c:23]([F:25])[cH:24]3)[c:6]([O:8][CH2:28][CH:29]2[CH2:30][CH2:31][CH2:32][CH2:33]2)[cH:7]1. Reactants: FCCCCBr, O=C([O-])[O-], CC1(C)CC(c2ccccc2N2CCNCC2)CC(C)(C)C1, CCOCC, CN(C)C=O, [I-], [K+], [K+], [Na+], [Na+], O=C([O-])O. The product is CC1(C)CC(c2ccccc2N2CCN(CCCCF)CC2)CC(C)(C)C1. RXN SMILES: [Br:23][CH2:24][CH2:25][CH2:26][CH2:27][F:28].[C:31](=[O:32])([O-:33])[O-:34].[CH3:1][C:2]1([CH3:22])[CH2:3][CH:4]([c:10]2[c:11]([N:16]3[CH2:17][CH2:18][NH:19][CH2:20][CH2:21]3)[cH:12][cH:13][cH:14][cH:15]2)[CH2:5][C:6]([CH3:8])([CH3:9])[CH2:7]1.[CH3:42][CH2:43][O:44][CH2:45][CH3:46].[CH3:47][N:48]([CH3:49])[CH:50]=[O:51].[I-:30].[K+:35].[K+:36].[Na+:29].[Na+:37].[OH:38][C:39](=[O:40])[O-:41]>>[CH3:1][C:2]1([CH3:22])[CH2:3][CH:4]([c:10]2[c:11]([N:16]3[CH2:17][CH2:18][N:19]([CH2:24][CH2:25][CH2:26][CH2:27][F:28])[CH2:20][CH2:21]3)[cH:12][cH:13][cH:14][cH:15]2)[CH2:5][C:6]([CH3:8])([CH3:9])[CH2:7]1. Reactants: CO, Cl, OC1CN(Cc2ccccc2)CC12CC2. The product is Cl, OC1CNCC12CC2. Reaction SMILES: [CH3:17][OH:18].[ClH:16].[c:1]1([CH2:2][N:8]2[CH2:9][C:10]3([CH2:11][CH2:12]3)[CH:13]([OH:15])[CH2:14]2)[cH:3][cH:4][cH:5][cH:6][cH:7]1>>[ClH:16].[NH:8]1[CH2:9][C:10]2([CH2:11][CH2:12]2)[CH:13]([OH:15])[CH2:14]1. Reaction conditions: temperature 0 celsius. The reactants are C(C(C)C)N(C(C1=CC(=C(C=C1)NCCCN(CCC1=CC=NC=C1)C)[N+](=O)[O-])=O)CC(C)C (N,N-diisobutyl-4-({3-[methyl(2-pyridin-4-ylethyl)amino]propyl}amino)-3-nitrobenzamide), aqueous solution, aqueous solution, Cl (hydrochloric acid), C(C)(=O)OCC (ethyl acetate). The solvent is O1CCCC1 (tetrahydrofuran). The yield is 51.0%. Procedure: A molar solution of borane-tetrahydrofuran complex (6.25 ml, 15 eq) is added dropwise to a solution of N,N-diisobutyl-4-({3-[methyl(2-pyridin-4-ylethyl)amino]propyl}amino)-3-nitrobenzamide (200 mg, 1 eq) in tetrahydrofuran (3 ml) cooled down to 0° C. The mixture is heated under reflux for 20 hours then cooled down to 0° C. and hydrolysed with a 6N aqueous solution of hydrochloric acid (12 ml). After 1 hour 30 minutes under reflux, the mixture is cooled down to 0° C. and brought to basic pH by a ... RXN SMILES: [CH2:1]([N:5]([CH2:31][CH:32]([CH3:34])[CH3:33])[C:6](=O)[C:7]1[CH:12]=[CH:11][C:10]([NH:13][CH2:14][CH2:15][CH2:16][N:17]([CH3:26])[CH2:18][CH2:19][C:20]2[CH:25]=[CH:24][N:23]=[CH:22][CH:21]=2)=[C:9]([N+:27]([O-])=O)[CH:8]=1)[CH:2]([CH3:4])[CH3:3].Cl.C(OCC)(=O)C>O1CCCC1>[CH2:1]([N:5]([CH2:6][C:7]1[CH:8]=[C:9]([NH2:27])[C:10]([NH:13][CH2:14][CH2:15][CH2:16][N:17]([CH3:26])[CH2:18][CH2:19][C:20]2[CH:21]=[CH:22][N:23]=[CH:24][CH:25]=2)=[CH:11][CH:12]=1)[CH2:31][CH:32]([CH3:34])[CH3:33])[CH:2]([CH3:4])[CH3:3]. Yields the product C(C(C)C)N(CC(C)C)CC=1C=C(C(=CC1)NCCCN(CCC1=CC=NC=C1)C)N (4-[(diisobutylamino)methyl]-N-(3-{methyl[2-(4-pyridinyl)ethyl]amino}propyl)-1,2-benzenediamine), oil. Starting materials: COC(=O)c1ccc(C(O)CNC(=O)OC(C)(C)C)nc1, CO. Yields the product CC(C)(C)OC(=O)NCC(O)c1ccc(C(=O)O)cn1. As a reaction SMILES: [CH3:1][O:2][C:3]([c:4]1[cH:5][n:6][c:7]([CH:10]([CH2:11][NH:12][C:13](=[O:14])[O:15][C:16]([CH3:17])([CH3:18])[CH3:19])[OH:20])[cH:8][cH:9]1)=[O:21].[CH3:22][OH:23]>>[O:2]=[C:3]([c:4]1[cH:5][n:6][c:7]([CH:10]([CH2:11][NH:12][C:13](=[O:14])[O:15][C:16]([CH3:17])([CH3:18])[CH3:19])[OH:20])[cH:8][cH:9]1)[OH:21]. Product: CC(C)(NC(=O)c1ccc(F)cc1F)C(=O)O. As a reaction SMILES: [CH3:1][O:2][C:3](=[O:4])[C:5]([CH3:6])([CH3:7])[NH:8][C:9]([c:10]1[c:11]([F:17])[cH:12][c:13]([F:16])[cH:14][cH:15]1)=[O:18].[CH3:21][OH:22].[Na+:20].[OH-:19]>>[O:2]=[C:3]([OH:4])[C:5]([CH3:6])([CH3:7])[NH:8][C:9]([c:10]1[c:11]([F:17])[cH:12][c:13]([F:16])[cH:14][cH:15]1)=[O:18]. Reactants: COC(=O)C(C)(C)NC(=O)c1ccc(F)cc1F, CO, [Na+], [OH-].